This data is from the Open Reaction Database (ORD), a public repository of structured organic reaction records. The task is: describe an organic reaction: reactants, conditions, products, and yield Reactants: FC1=C(CN2N=C(C=3C2=NC=CC3)C(=N)N)C=CC=C1 (1-(2-fluorobenzyl)-1H-pyrazolo[3,4-b]pyridine-3-carboxamidine), 2-benzylmalonodinitrile, C(C#N)C#N (malonodinitrile), C(C1=CC=CC=C1)Br (benzyl bromide), C([O-])([O-])=O.[K+].[K+] (potassium carbonate), N1CCCCC1 (piperidine). The solvent is CC(CCC)O (2-pentanol). Yields the product NC1=NC(=NC(=C1CC1=CC=CC=C1)N)C1=NN(C2=NC=CC=C21)CC2=C(C=CC=C2)F (3-(4,6-Diamino-5-benzylpyrimidin-2-yl)-1-(2-fluorobenzyl)-1H-pyrazolo[3,4-b]pyridine). As a reaction SMILES: [F:1][C:2]1[CH:20]=[CH:19][CH:18]=[CH:17][C:3]=1[CH2:4][N:5]1[C:9]2=[N:10][CH:11]=[CH:12][CH:13]=[C:8]2[C:7]([C:14]([NH2:16])=[NH:15])=[N:6]1.[CH2:21]([C:24]#[N:25])[C:22]#[N:23].[CH2:26](Br)[C:27]1[CH:32]=[CH:31][CH:30]=[CH:29][CH:28]=1.C(=O)([O-])[O-].[K+].[K+].N1CCCCC1>CC(O)CCC>[NH2:23][C:22]1[C:21]([CH2:26][C:27]2[CH:32]=[CH:31][CH:30]=[CH:29][CH:28]=2)=[C:24]([NH2:25])[N:16]=[C:14]([C:7]2[C:8]3[C:9](=[N:10][CH:11]=[CH:12][CH:13]=3)[N:5]([CH2:4][C:3]3[CH:17]=[CH:18][CH:19]=[CH:20][C:2]=3[F:1])[N:6]=2)[N:15]=1 |f:3.4.5|. Procedure details: At 110° C., 200 mg (0.74 mmol) of 1-(2-fluorobenzyl)-1H-pyrazolo[3,4-b]pyridine-3-carboxamidine from Example 25A, 125 mg (0.8 mmol) of 2-benzylmalonodinitrile (preparable from malonodinitrile and benzyl bromide using a base such as potassium carbonate), 0.68 mg (0.8 mmol) of piperidine and 20 ml of 2-pentanol are stirred for 12 h. After cooling, the solvent is evaporated under reduced pressure and the residue is chromatographed over silica gel. This gives 165 mg (52.2% of theory) of the title co... The reactants are C, CC(C)(C)OC(=O)NC1CN(C(=O)C(C)(C)C)c2ccccc2N(CC(=O)OCc2ccccc2)C1=O, CO, [Pd]. Product: CC(C)(C)OC(=O)NC1CN(C(=O)C(C)(C)C)c2ccccc2N(CC(=O)O)C1=O. RXN SMILES: [C:40].[CH2:1]([c:2]1[cH:3][cH:4][cH:5][cH:6][cH:7]1)[O:8][C:9](=[O:10])[CH2:11][N:12]1[C:13](=[O:37])[CH:14]([NH:29][C:30](=[O:31])[O:32][C:33]([CH3:34])([CH3:35])[CH3:36])[CH2:15][N:16]([C:23]([C:24]([CH3:25])([CH3:26])[CH3:27])=[O:28])[c:17]2[c:18]1[cH:19][cH:20][cH:21][cH:22]2.[CH3:38][OH:39].[Pd:41]>>[O:8]=[C:9]([OH:10])[CH2:11][N:12]1[C:13](=[O:37])[CH:14]([NH:29][C:30](=[O:31])[O:32][C:33]([CH3:34])([CH3:35])[CH3:36])[CH2:15][N:16]([C:23]([C:24]([CH3:25])([CH3:26])[CH3:27])=[O:28])[c:17]2[c:18]1[cH:19][cH:20][cH:21][cH:22]2. As a reaction SMILES: [ClH:30].[O:31]1[CH2:32][CH2:33][O:34][CH2:35][CH2:36]1.[OH:1][C:2]1([c:8]2[cH:9][c:10](-[c:19]3[cH:20][c:21]4[c:25]([cH:26][cH:27]3)[C:24](=[N:28][OH:29])[CH2:23][CH2:22]4)[c:11](-[c:13]3[cH:14][cH:15][n:16][cH:17][cH:18]3)[o:12]2)[CH2:3][CH2:4][NH:5][CH2:6][CH2:7]1>>[OH:1][C:2]1([c:8]2[cH:9][c:10](-[c:19]3[cH:20][c:21]4[c:25]([cH:26][cH:27]3)[C:24](=[O:31])[CH2:23][CH2:22]4)[c:11](-[c:13]3[cH:14][cH:15][n:16][cH:17][cH:18]3)[o:12]2)[CH2:3][CH2:4][NH:5][CH2:6][CH2:7]1. The product is O=C1CCc2cc(-c3cc(C4(O)CCNCC4)oc3-c3ccncc3)ccc21. Reactants: Cl, C1COCCO1, ON=C1CCc2cc(-c3cc(C4(O)CCNCC4)oc3-c3ccncc3)ccc21. As a reaction SMILES: [CH2:1]1[S:2](=[O:12])(=[O:13])[NH:3][C:4](=[O:11])[c:5]2[c:6]1[cH:7][cH:8][cH:9][cH:10]2.[CH3:27][N:28]([CH3:29])[CH:30]=[O:31].[CH3:32][OH:33].[Cl:16][CH2:17][CH2:18][C:19](=[O:20])[c:21]1[cH:22][cH:23][cH:24][cH:25][cH:26]1.[K+:15].[OH-:14]>>[CH2:1]1[S:2](=[O:12])(=[O:13])[N:3]([CH2:17][CH2:18][C:19](=[O:20])[c:21]2[cH:22][cH:23][cH:24][cH:25][cH:26]2)[C:4](=[O:11])[c:5]2[c:6]1[cH:7][cH:8][cH:9][cH:10]2. The reactants are O=C1NS(=O)(=O)Cc2ccccc21, CN(C)C=O, CO, O=C(CCCl)c1ccccc1, [K+], [OH-]. Product: O=C(CCN1C(=O)c2ccccc2CS1(=O)=O)c1ccccc1. Reactants: ClC1=NC=2N(C3=C1C=NC1=C3C=NN1CC)N=CC2C(=O)OCC (5-chloro-8-ethyl-8H-pyrazolo[1,5-a]pyrazolo-[4',3':5,6]pyrido[3,4-e]pyrimidine-3-carboxylic acid, ethyl ester), C(CCC)N (n-butylamine). Run in alcohol. Reaction conditions: time 8 hour. Yields the product C(CCC)NC1=NC=2N(C3=C1C=NC1=C3C=NN1CC)N=CC2C(=O)OCC (5-(n-butylamino)-8-ethyl-8H-pyrazolo[1,5-a]pyrazolo[4',3':5,6]pyrido[3,4-e]pyrimidine-3-carboxylic acid, ethyl ester). Isolated yield 83.9%. As a reaction SMILES: Cl[C:2]1[C:7]2[CH:8]=[N:9][C:10]3[N:14]([CH2:15][CH3:16])[N:13]=[CH:12][C:11]=3[C:6]=2[N:5]2[N:17]=[CH:18][C:19]([C:20]([O:22][CH2:23][CH3:24])=[O:21])=[C:4]2[N:3]=1.[CH2:25]([NH2:29])[CH2:26][CH2:27][CH3:28]>>[CH2:25]([NH:29][C:2]1[C:7]2[CH:8]=[N:9][C:10]3[N:14]([CH2:15][CH3:16])[N:13]=[CH:12][C:11]=3[C:6]=2[N:5]2[N:17]=[CH:18][C:19]([C:20]([O:22][CH2:23][CH3:24])=[O:21])=[C:4]2[N:3]=1)[CH2:26][CH2:27][CH3:28]. Procedure: 3.5 g of 5-chloro-8-ethyl-8H-pyrazolo[1,5-a]pyrazolo-[4',3':5,6]pyrido[3,4-e]pyrimidine-3-carboxylic acid, ethyl ester (0.01 mol) and 7.3 g of n-butylamine are refluxed together with 30 ml of alcohol with stirring for 8 hours. The solution is evaporated to dryness and the residue treated with water and filtered off. Recrystallization from ethyl acetate yields 3.2 g (84%) of 5-(n-butylamino)-8-ethyl-8H-pyrazolo[1,5-a]pyrazolo[4',3':5,6]pyrido[3,4-e]pyrimidine-3-carboxylic acid, ethyl ester; m.p. ...